From a dataset of the Open Reaction Database (ORD), a public repository of structured organic reaction records. describe an organic reaction: reactants, conditions, products, and yield Reactants: C(C1=CC=CC=C1)OC1=CC(=CC2=C1N(C(=N2)C)CCOC)C(=O)N(C)C (7-(Benzyloxy)-1-(2-methoxyethyl)-N,N,2-trimethyl-1H-benzimidazole-5-carboxamide). Reagents/catalysts: [C].[Pd] (palladium-carbon). The solvent is C(C)O (ethanol). Run at time 19 hour. The product is OC1=CC(=CC2=C1N(C(=N2)C)CCOC)C(=O)N(C)C (7-Hydroxy-1-(2-methoxyethyl)-N,N,2-trimethyl-1H-benzimidazole-5-carboxamide). Isolated yield 95.5%. As a reaction SMILES: C([O:8][C:9]1[C:14]2[N:15]([CH2:19][CH2:20][O:21][CH3:22])[C:16]([CH3:18])=[N:17][C:13]=2[CH:12]=[C:11]([C:23]([N:25]([CH3:27])[CH3:26])=[O:24])[CH:10]=1)C1C=CC=CC=1>C(O)C.[C].[Pd]>[OH:8][C:9]1[C:14]2[N:15]([CH2:19][CH2:20][O:21][CH3:22])[C:16]([CH3:18])=[N:17][C:13]=2[CH:12]=[C:11]([C:23]([N:25]([CH3:27])[CH3:26])=[O:24])[CH:10]=1 |f:2.3|. Procedure: A mixture of 7-(benzyloxy)-1-(2-methoxyethyl)-N,N,2-trimethyl-1H-benzimidazole-5-carboxamide (483 mg, 1.31 mmol, Step 1) and 10% palladium-carbon (50 mg) in ethanol (30 mL) was stirred under hydrogen gas for 19 hours. The resulting mixture was filtered through a pad of Celite, and the filtrate was concentrated in vacuo to afford the title compound as a white solid (347 mg, 95%).